Dataset: the Open Reaction Database (ORD), a public repository of structured organic reaction records. Task: describe an organic reaction: reactants, conditions, products, and yield Reactants: C(C)(=O)Cl (acetyl chloride), C(C)(=O)OCC (ethyl acetate), OC(C(=O)OCC=C)CCC(=O)OCC1=CC=C(C=C1)OC (Allyl 2-hydroxy-5-[(4-methoxybenzyl)oxy]-5-oxopentanoate), C(O)([O-])=O.[Na+] (sodium hydrogen carbonate). Run in N1=CC=CC=C1 (pyridine), CCCCCC (hexane). Conditions: time 30 minute. Yields the product C(C)(=O)OC(C(=O)OCC=C)CCC(=O)OCC1=CC=C(C=C1)OC (Allyl 2-acetoxy-5-[(4-methoxybenzyl)oxy]-5-oxopentanoate). Isolated yield 94.9%. Reaction SMILES: [OH:1][CH:2]([CH2:9][CH2:10][C:11]([O:13][CH2:14][C:15]1[CH:20]=[CH:19][C:18]([O:21][CH3:22])=[CH:17][CH:16]=1)=[O:12])[C:3]([O:5][CH2:6][CH:7]=[CH2:8])=[O:4].[C:23](Cl)(=[O:25])[CH3:24].C(=O)([O-])O.[Na+].C(OCC)(=O)C>N1C=CC=CC=1.CCCCCC>[C:23]([O:1][CH:2]([CH2:9][CH2:10][C:11]([O:13][CH2:14][C:15]1[CH:16]=[CH:17][C:18]([O:21][CH3:22])=[CH:19][CH:20]=1)=[O:12])[C:3]([O:5][CH2:6][CH:7]=[CH2:8])=[O:4])(=[O:25])[CH3:24] |f:2.3|. Procedure details: Allyl 2-hydroxy-5-[(4-methoxybenzyl)oxy]-5-oxopentanoate (1.26 g, 4.09 mmol) obtained from Example 2-(2) was dissolved in pyridine (15 ml) at 0° C., and acetyl chloride (481.2 mg, 6.13 mmol) was added thereto. The mixture was warmed to room temperature and stirred for 30 minutes, and then, after cooling to 0° C., a saturated aqueous solution of sodium hydrogen carbonate was added thereto followed by extraction of the product with ethyl acetate. The organic layer was washed with a dilute aqueous ... The reactants are BrN1C(CCC1=O)=O (N-bromosuccinimide), CC(C)(C#N)N=NC(C)(C)C#N (α,α-azobisisobutyronitrile), ClC1=NC(=CC=C1C)C#N (2-chloro-6-cyano-3-methylpyridine). Solvent: C(Cl)(Cl)(Cl)Cl (carbon tetrachloride). Reaction conditions: time 1 hour. The product is BrCC=1C(=NC(=CC1)C#N)Cl (3-bromomethyl-2-chloro-6-cyanopyridine). Yield: 40.0%. RXN SMILES: [Cl:1][C:2]1[C:7]([CH3:8])=[CH:6][CH:5]=[C:4]([C:9]#[N:10])[N:3]=1.[Br:11]N1C(=O)CCC1=O.CC(N=NC(C#N)(C)C)(C#N)C>C(Cl)(Cl)(Cl)Cl>[Br:11][CH2:8][C:7]1[C:2]([Cl:1])=[N:3][C:4]([C:9]#[N:10])=[CH:5][CH:6]=1. Reported procedure: 2-Chloro-6-cyano-3-methylpyridine (92.0 mg, 0.603 mmol) obtained in Step 2 was dissolved in carbon tetrachloride (4 mL), and the mixture was stirred for 1 hour under reflux after adding N-bromosuccinimide (118 mg, 0.663 mmol) and α,α-azobisisobutyronitrile (9.90 mg, 0.0603 mmol). The mixture was concentrated under reduced pressure, and the resulting residue was purified by preparative TLC to give 3-bromomethyl-2-chloro-6-cyanopyridine (55.8 mg, 40%).